Dataset: the Open Reaction Database (ORD), a public repository of structured organic reaction records. Task: describe an organic reaction: reactants, conditions, products, and yield The reactants are COCCOCCO, Cc1cc(CC(OC(=O)N2CCC(N3CCc4ccccc4NC3=O)CC2)C(=O)N2CCN(C3CCN(CC(=O)O)CC3)CC2)cc(C)c1O. Yields the product COCCOCCOC(=O)CN1CCC(N2CCN(C(=O)C(Cc3cc(C)c(O)c(C)c3)OC(=O)N3CCC(N4CCc5ccccc5NC4=O)CC3)CC2)CC1. RXN SMILES: [CH3:51][O:52][CH2:53][CH2:54][O:55][CH2:56][CH2:57][OH:58].[O:1]=[C:2]1[NH:3][c:4]2[c:5]([cH:47][cH:48][cH:49][cH:50]2)[CH2:6][CH2:7][N:8]1[CH:9]1[CH2:10][CH2:11][N:12]([C:15](=[O:16])[O:17][CH:18]([C:19](=[O:20])[N:21]2[CH2:22][CH2:23][N:24]([CH:27]3[CH2:28][CH2:29][N:30]([CH2:33][C:34](=[O:35])[OH:36])[CH2:31][CH2:32]3)[CH2:25][CH2:26]2)[CH2:37][c:38]2[cH:39][c:40]([CH3:46])[c:41]([OH:45])[c:42]([CH3:44])[cH:43]2)[CH2:13][CH2:14]1>>[O:1]=[C:2]1[NH:3][c:4]2[c:5]([cH:47][cH:48][cH:49][cH:50]2)[CH2:6][CH2:7][N:8]1[CH:9]1[CH2:10][CH2:11][N:12]([C:15](=[O:16])[O:17][CH:18]([C:19](=[O:20])[N:21]2[CH2:22][CH2:23][N:24]([CH:27]3[CH2:28][CH2:29][N:30]([CH2:33][C:34](=[O:35])[O:36][CH2:57][CH2:56][O:55][CH2:54][CH2:53][O:52][CH3:51])[CH2:31][CH2:32]3)[CH2:25][CH2:26]2)[CH2:37][c:38]2[cH:39][c:40]([CH3:46])[c:41]([OH:45])[c:42]([CH3:44])[cH:43]2)[CH2:13][CH2:14]1. The reactants are CC(C(C)(C)O1)(C)OB1C2=CC=CC(C3=NN=NN3)=C2, BrC1=CC2=C(C=C1)C=CN2. Reagents/catalysts: CC(C)(C)C1=CC=C(C=C1)C2=CC=C(C=C2)C(C)(C)C, C(=O)([O-])[O-].[Na+].[Na+], C1=CC=C(C=C1)P(C2=CC=CC=C2)C3=CC=CC=C3.C1=CC=C(C=C1)P(C2=CC=CC=C2)C3=CC=CC=C3.C1=CC=C(C=C1)P(C2=CC=CC=C2)C3=CC=CC=C3.C1=CC=C(C=C1)P(C2=CC=CC=C2)C3=CC=CC=C3.[Pd]. Run in COCCOC, O (water), COCCOC. Run at temperature 85 celsius, time 24 hour. Product: C12=C(NC=C2)C=C(C3=CC=CC(C4=NN=NN4)=C3)C=C1. The yield is 14.0%. The reactants are O=c1[nH]cnc2cc(OCc3ccccc3)cc(OC3CCOCC3)c12, CCN(C(C)C)C(C)C, ClCCCl, O=P(Cl)(Cl)Cl. Yields the product Clc1ncnc2cc(OCc3ccccc3)cc(OC3CCOCC3)c12. As a reaction SMILES: [CH2:1]([c:2]1[cH:3][cH:4][cH:5][cH:6][cH:7]1)[O:8][c:9]1[cH:10][c:11]([O:20][CH:21]2[CH2:22][CH2:23][O:24][CH2:25][CH2:26]2)[c:12]2[c:13](=[O:19])[nH:14][cH:15][n:16][c:17]2[cH:18]1.[CH:32]([N:33]([CH:34]([CH3:35])[CH3:36])[CH2:37][CH3:38])([CH3:39])[CH3:40].[Cl:41][CH2:42][CH2:43][Cl:44].[P:27]([Cl:28])([Cl:29])([Cl:30])=[O:31]>>[CH2:1]([c:2]1[cH:3][cH:4][cH:5][cH:6][cH:7]1)[O:8][c:9]1[cH:10][c:11]([O:20][CH:21]2[CH2:22][CH2:23][O:24][CH2:25][CH2:26]2)[c:12]2[c:13]([Cl:29])[n:14][cH:15][n:16][c:17]2[cH:18]1. The reactants are CO, C=COC1CC(C)CCC1C(C)C. Yields the product CC1CCC(C(C)C)C(O)C1. Reaction SMILES: [CH3:14][OH:15].[CH:1](=[CH2:2])[O:3][CH:4]1[CH2:5][CH:6]([CH3:13])[CH2:7][CH2:8][CH:9]1[CH:10]([CH3:11])[CH3:12]>>[OH:3][CH:4]1[CH2:5][CH:6]([CH3:13])[CH2:7][CH2:8][CH:9]1[CH:10]([CH3:11])[CH3:12]. Starting materials: CC1CCCC(C)N1, O=C(CCCCl)c1ccccc1, [I-], [Na+]. The product is CC1CCCC(C)N1CCCC(=O)c1ccccc1. Reaction SMILES: [CH3:13][CH:14]1[NH:15][CH:16]([CH3:20])[CH2:17][CH2:18][CH2:19]1.[Cl:1][CH2:2][CH2:3][CH2:4][C:5](=[O:6])[c:7]1[cH:8][cH:9][cH:10][cH:11][cH:12]1.[I-:22].[Na+:21]>>[CH2:2]([CH2:3][CH2:4][C:5](=[O:6])[c:7]1[cH:8][cH:9][cH:10][cH:11][cH:12]1)[N:15]1[CH:14]([CH3:13])[CH2:19][CH2:18][CH2:17][CH:16]1[CH3:20]. Conditions: temperature 50 celsius, time 3 hour. As a reaction SMILES: [C:1]([O:5][C:6]([N:8]([C@@H:22]1[CH2:26][CH2:25][NH:24][CH2:23]1)[C:9]1[N:14]=[CH:13][C:12](/[CH:15]=[CH:16]/[C:17]([O:19][CH2:20][CH3:21])=[O:18])=[CH:11][CH:10]=1)=[O:7])([CH3:4])([CH3:3])[CH3:2].[CH:27]1([CH2:30]Br)[CH2:29][CH2:28]1.C(=O)([O-])O.[K+].[I-].[K+].C([O-])(O)=O.[Na+]>C(#N)C.CCOC(C)=O.O>[C:1]([O:5][C:6]([N:8]([C@@H:22]1[CH2:26][CH2:25][N:24]([CH2:30][CH:27]2[CH2:29][CH2:28]2)[CH2:23]1)[C:9]1[N:14]=[CH:13][C:12](/[CH:15]=[CH:16]/[C:17]([O:19][CH2:20][CH3:21])=[O:18])=[CH:11][CH:10]=1)=[O:7])([CH3:2])([CH3:3])[CH3:4] |f:2.3,4.5,6.7|. The yield is 47.7%. Solvent: C(C)#N (acetonitrile), CCOC(=O)C (AcOEt), O (water). Reactants: C(C)(C)(C)OC(=O)N(C1=CC=C(C=N1)/C=C/C(=O)OCC)[C@H]1CNCC1 (ethyl (2E)-3-(6-{(tert-butoxycarbonyl)[(3R)-3-pyrrolidinyl]amino}-3-pyridyl)acrylate), C1(CC1)CBr (cyclopropylmethyl bromide), C(O)([O-])=O.[K+] (potassium hydrogencarbonate), [I-].[K+] (potassium iodide), C(=O)(O)[O-].[Na+] (NaHCO3). The product is C(C)(C)(C)OC(=O)N(C1=CC=C(C=N1)/C=C/C(=O)OCC)[C@H]1CN(CC1)CC1CC1 (Ethyl (2E)-3-(6-{(tert-butoxycarbonyl)[(3R)-1-(cyclopropylmethyl)-3-pyrrolidinyl]amino}-3-pyridyl)acrylate). Procedure details: To a solution of ethyl (2E)-3-(6-{(tert-butoxycarbonyl)[(3R)-3-pyrrolidinyl]amino}-3-pyridyl)acrylate (310 mg) and cyclopropylmethyl bromide (116 mg) in acetonitrile (7 ml) was added potassium hydrogencarbonate (85.9 mg) and potassium iodide (28.5 mg) at 20° C. and then the mixture was stirred at 50° C. for 3 hours. The mixed solution was poured into a mixture of water (20 ml) and AcOEt (20 ml). The pH of the aqueous layer was adjusted to ca. 9 with NaHCO3. The organic layer was separated, washe...